From a dataset of the Open Reaction Database (ORD), a public repository of structured organic reaction records. describe an organic reaction: reactants, conditions, products, and yield Reactants: CC[Al](CC)CC, COC(=O)c1ccc(OC)nc1OC, Cc1ccccc1, CCCCCC, CNCCNC, Cl. Yields the product CCC(=O)c1ccc(OC)nc1OC. Reaction SMILES: [CH2:1]([Al:2]([CH2:3][CH3:4])[CH2:6][CH3:7])[CH3:5].[CH3:14][O:15][C:16]([c:17]1[c:18]([O:25][CH3:26])[n:19][c:20]([O:23][CH3:24])[cH:21][cH:22]1)=[O:27].[CH3:29][c:30]1[cH:31][cH:32][cH:33][cH:34][cH:35]1.[CH3:36][CH2:37][CH2:38][CH2:39][CH2:40][CH3:41].[CH3:8][NH:9][CH2:10][CH2:11][NH:12][CH3:13].[ClH:28]>>[CH2:6]([CH3:7])[C:16](=[O:15])[c:17]1[c:18]([O:25][CH3:26])[n:19][c:20]([O:23][CH3:24])[cH:21][cH:22]1. Reactants: OC1=CC=C(C=C1)C(C)(C1=CC=C(C=C1)O)C1=CC=C(C=C1)O (1,1,1-Tris(4-hydroxyphenyl)ethane), ( s ), [2H]C([2H])([2H])C(=O)C([2H])([2H])[2H] (d-6 acetone), C(C)(=O)OC(C)=O (acetic anhydride), ( s ), CC(=O)C (acetone). Product: C(C)(=O)OC1=CC=C(C=C1)C(C)(C1=CC=C(C=C1)OC(C)=O)C1=CC=C(C=C1)OC(C)=O (1,1,1-Tris(4-Acetoxyphenyl)Ethane). The yield is 97.0%. As a reaction SMILES: [OH:1][C:2]1[CH:7]=[CH:6][C:5]([C:8]([C:17]2[CH:22]=[CH:21][C:20]([OH:23])=[CH:19][CH:18]=2)([C:10]2[CH:15]=[CH:14][C:13]([OH:16])=[CH:12][CH:11]=2)[CH3:9])=[CH:4][CH:3]=1.C(O[C:28](=[O:30])[CH3:29])(=O)C.[2H]C([C:35]([C:37]([2H])([2H])[2H])=[O:36])([2H])[2H].[CH3:41][C:42](C)=[O:43]>>[C:42]([O:1][C:2]1[CH:7]=[CH:6][C:5]([C:8]([C:10]2[CH:15]=[CH:14][C:13]([O:16][C:28](=[O:30])[CH3:29])=[CH:12][CH:11]=2)([C:17]2[CH:18]=[CH:19][C:20]([O:23][C:35](=[O:36])[CH3:37])=[CH:21][CH:22]=2)[CH3:9])=[CH:4][CH:3]=1)(=[O:43])[CH3:41]. Procedure details: 1,1,1-Tris(4-hydroxyphenyl)ethane was acetylated with acetic anhydride as in the example above. A white solid was obtained in 97% yield, MP=169° C. NMR (1H, d-6 acetone)--7.06(q), 2.28(s), 2.24(s), 13C NMR (d-6 acetone)--169.65, 149, 146.19, 129.75, 120.98, 51.45, 30.61, 20.91. Starting materials: CNC[C@H](O)[C@@H](O)[C@H](O)[C@H](O)CO (N-methyl-D-glucamine), CC(C=O)(C)C (trimethylacetaldehyde), C(C1=CC=CC=C1)OC(C1=CC(=CC=C1)N)=O (3-amino-benzoic acid benzyl ester), CN(C1=C(C=O)C=CC=C1)C (2-dimethylamino-benzaldehyde), C(C1=CC=CC=C1)OC(C1=C(C=CC(=C1)N)C)=O (5-amino-2-methyl-benzoic acid benzyl ester), O.O1CCOCC1 (water dioxan). Solvent: O (H2O). Yields the product C12(CC3CC(CC(C1)C3)C2)CCC2=C(N=C(N2)C(C)(C)C)C(=O)NC=2C=CC(=C(C(=O)O)C2)C (5-{[5-(2-Adamantan-1-yl-ethyl)-2-tert-butyl-1H-imidazole-4-carbonyl]-amino}-2-methyl-benzoic Acid). Reaction SMILES: [CH3:1][C:2]([CH3:6])([CH3:5])[CH:3]=O.C[N:8](C)[C:9]1C=CC=[CH:13][C:10]=1[CH:11]=O.C([O:25][C:26](=[O:35])[C:27]1[CH:32]=[C:31]([NH2:33])[CH:30]=[CH:29][C:28]=1[CH3:34])C1C=CC=CC=1.C(OC(=O)C1C=[CH:49][CH:48]=[C:47]([NH2:51])[CH:46]=1)C1C=CC=CC=1.CN[CH2:55][C@@H:56]([C@H:58]([C@@H:60]([C@@H:62]([CH2:64]O)O)O)O)O.[OH2:66].O1CCOC[CH2:68]1>O>[C:2]12([CH2:6][CH2:49][C:48]3[NH:8][C:9]([C:10]([CH3:13])([CH3:68])[CH3:11])=[N:46][C:47]=3[C:51]([NH:33][C:31]3[CH:30]=[CH:29][C:28]([CH3:34])=[C:27]([CH:32]=3)[C:26]([OH:25])=[O:35])=[O:66])[CH2:5][CH:62]3[CH2:60][CH:58]([CH2:56][CH:55]([CH2:64]3)[CH2:1]1)[CH2:3]2 |f:5.6|. Procedure details: The title compound was prepared according to the procedure of Example 70, with the modification that trimethylacetaldehyde was used in step a instead of 2-dimethylamino-benzaldehyde and 5-amino-2-methyl-benzoic acid benzyl ester replaced 3-amino-benzoic acid benzyl ester in step c. 1H NMR (300 MHz, d6-DMSO) 12.75 (1H, br s), 11.85 (1H, br s), 9.38 (1H, s), 8.25 (1H, s), 7.76 (1H, d), 7.21 (1H, d), 2.88 (2H, m), 2.45 (3H, s), 1.94 (3H, br s), 1.70-1.59 (6H, m), 1.510 (6H, br s), 1.34 (11H, m). Th... Starting materials: CCOC(=O)C=P(c1ccccc1)(c1ccccc1)c1ccccc1, CCNc1nc(SC)nc(C)c1C=O, C1CCOC1. Yields the product CCNc1nc(SC)nc(C)c1C=CC(=O)OCC. As a reaction SMILES: [C:15](=[O:16])([O:17][CH2:18][CH3:19])[CH:20]=[P:21]([c:22]1[cH:23][cH:24][cH:25][cH:26][cH:27]1)([c:28]1[cH:29][cH:30][cH:31][cH:32][cH:33]1)[c:34]1[cH:35][cH:36][cH:37][cH:38][cH:39]1.[CH2:1]([CH3:2])[NH:3][c:4]1[n:5][c:6]([S:13][CH3:14])[n:7][c:8]([CH3:12])[c:9]1[CH:10]=[O:11].[CH2:40]1[O:41][CH2:42][CH2:43][CH2:44]1>>[CH2:1]([CH3:2])[NH:3][c:4]1[n:5][c:6]([S:13][CH3:14])[n:7][c:8]([CH3:12])[c:9]1[CH:10]=[CH:20][C:15](=[O:16])[O:17][CH2:18][CH3:19]. Reactants: CC(C)(C)OC(=O)NC1CC(OC(=O)c2ccccc2)C1, ClCCl, O=C(O)C(F)(F)F. Product: NC1CC(OC(=O)c2ccccc2)C1. RXN SMILES: [C:1]([O:2][C:3](=[O:4])[NH:8][CH:9]1[CH2:10][CH:11]([O:13][C:14]([c:15]2[cH:16][cH:17][cH:18][cH:19][cH:20]2)=[O:21])[CH2:12]1)([CH3:5])([CH3:6])[CH3:7].[Cl:29][CH2:30][Cl:31].[F:22][C:23]([F:24])([F:25])[C:26]([OH:27])=[O:28]>>[NH2:8][CH:9]1[CH2:10][CH:11]([O:13][C:14]([c:15]2[cH:16][cH:17][cH:18][cH:19][cH:20]2)=[O:21])[CH2:12]1. Starting materials: S(N)(=O)(=O)C1=CC=C(CCNCC=2N(C=CN2)CC(=O)N(CC(=O)OC(C)(C)C)CC(=O)OC(C)(C)C)C=C1 (di-tert-butyl 2,2′-((2-(2-(((4-sulfamoylphenethyl)amino)methyl)-1H-imidazol-1-yl)acetyl)azanediyl)diacetate), CC(=O)O (AcOH), C(=O)C=1N(C=CN1)CC(=O)NC1=CC(=CC=C1)I (2-(2-formyl-1H-imidazol-1-yl)-N-(3-iodophenyl)acetamide), [BH-](OC(=O)C)(OC(=O)C)OC(=O)C.[Na+] (NaBH(OAc)3). The solvent is ClCCCl (DCE), O (water). Run at temperature 0 celsius, time 8 hour. Product: IC=1C=C(C=CC1)NC(CN1C(=NC=C1)CN(CCC1=CC=C(C=C1)S(N)(=O)=O)CC=1N(C=CN1)CC(=O)N(CC(=O)OC(C)(C)C)CC(=O)OC(C)(C)C)=O (di-tert-butyl 2,2′-((2-(2-((((1-(2-((3-iodophenyl)amino)-2-oxoethyl)-1H-imidazol-2-yl)methyl)(4-sulfamoylphenethyl)amino)methyl)-1H-imidazol-1-yl)acetyl)azanediyl)diacetate). Isolated yield 56.1%. Reaction SMILES: [S:1]([C:5]1[CH:39]=[CH:38][C:8]([CH2:9][CH2:10][NH:11][CH2:12][C:13]2[N:14]([CH2:18][C:19]([N:21]([CH2:30][C:31]([O:33][C:34]([CH3:37])([CH3:36])[CH3:35])=[O:32])[CH2:22][C:23]([O:25][C:26]([CH3:29])([CH3:28])[CH3:27])=[O:24])=[O:20])[CH:15]=[CH:16][N:17]=2)=[CH:7][CH:6]=1)(=[O:4])(=[O:3])[NH2:2].CC(O)=O.[CH:44]([C:46]1[N:47]([CH2:51][C:52]([NH:54][C:55]2[CH:60]=[CH:59][CH:58]=[C:57]([I:61])[CH:56]=2)=[O:53])[CH:48]=[CH:49][N:50]=1)=O.[BH-](OC(C)=O)(OC(C)=O)OC(C)=O.[Na+]>ClCCCl.O>[I:61][C:57]1[CH:56]=[C:55]([NH:54][C:52](=[O:53])[CH2:51][N:47]2[CH:48]=[CH:49][N:50]=[C:46]2[CH2:44][N:11]([CH2:12][C:13]2[N:14]([CH2:18][C:19]([N:21]([CH2:30][C:31]([O:33][C:34]([CH3:37])([CH3:36])[CH3:35])=[O:32])[CH2:22][C:23]([O:25][C:26]([CH3:27])([CH3:28])[CH3:29])=[O:24])=[O:20])[CH:15]=[CH:16][N:17]=2)[CH2:10][CH2:9][C:8]2[CH:38]=[CH:39][C:5]([S:1](=[O:3])(=[O:4])[NH2:2])=[CH:6][CH:7]=2)[CH:60]=[CH:59][CH:58]=1 |f:3.4|. Reported procedure: To a solution of di-tert-butyl 2,2′-((2-(2-(((4-sulfamoylphenethyl)amino)methyl)-1H-imidazol-1-yl)acetyl)azanediyl)diacetate (283 mg, 0.50 mmol), AcOH (0.10 mL) and 2-(2-formyl-1H-imidazol-1-yl)-N-(3-iodophenyl)acetamide (178 mg, 0.50 mmol) in DCE (20 mL) at 0° C. was added NaBH(OAc)3 (0.30 g, 1.5 mmol). The reaction mixture was stirred at 0° C. for 30 minutes and at room temperature for overnight and decomposed with water. The reaction mixture was extracted with DCM. The organic layer was dried...